Dataset: the Open Reaction Database (ORD), a public repository of structured organic reaction records. Task: describe an organic reaction: reactants, conditions, products, and yield Reactants: crude material, Cl (HCl), N1C=C(C=C1)C1=NC=CC=C1 (2-(1H-pyrrol-3-yl)pyridine), ClC1=CC(=CC(=C1)I)Cl (1,3-dichloro-5-iodobenzene), N1=CC=CC2=CC=C3C=CC=NC3=C12 (1,10-phenanthroline), P(=O)([O-])([O-])[O-].[K+].[K+].[K+] (potassium phosphate). The reagents and catalysts are [Cu]I (copper (I) iodide). Solvent: C1CCOC1 (THF), C(C)OCC (diethyl ether), O1CCOCC1 (dioxane). Run at temperature 110 celsius. Yields the product Cl.ClC=1C=C(C=C(C1)Cl)N1C=C(C=C1)C1=NC=CC=C1 (2-[1-(3,5-dichlorophenyl)-1H-pyrrol-3-yl]pyridine hydrochloride). Reaction SMILES: [NH:1]1[CH:5]=[CH:4][C:3]([C:6]2[CH:11]=[CH:10][CH:9]=[CH:8][N:7]=2)=[CH:2]1.[Cl:12][C:13]1[CH:18]=[C:17](I)[CH:16]=[C:15]([Cl:20])[CH:14]=1.N1C2C(=CC=C3C=2N=CC=C3)C=CC=1.P([O-])([O-])([O-])=O.[K+].[K+].[K+].Cl>O1CCOCC1.C1COCC1.C(OCC)C.[Cu]I>[ClH:12].[Cl:12][C:13]1[CH:18]=[C:17]([N:1]2[CH:5]=[CH:4][C:3]([C:6]3[CH:11]=[CH:10][CH:9]=[CH:8][N:7]=3)=[CH:2]2)[CH:16]=[C:15]([Cl:20])[CH:14]=1 |f:3.4.5.6,12.13|. Reported procedure: A solution of 2-(1H-pyrrol-3-yl)pyridine (0.072 g, 0.5 mmol), 1,3-dichloro-5-iodobenzene (0.163 g, 0.6 mmol), 1,10-phenanthroline (0.360 g, 2 mmol) and potassium phosphate (0.223 g, 1.05 mmol) in dioxane were degassed for 10 min, then copper (I) iodide (0.038 g, 0.2 mmol) was added and the mixture degassed a further 10 min. The mixture was heated to 110° C. for 4 h. The reaction mixture was quenched with brine, extracted with EtOAc (3×25 mL) and the combined organic extracts washed with brine. T... Starting materials: ClC=1C=C(C=C(C1)Cl)NCC(=O)N1CC2=CC=CC=C2C(C1)NC=1C2=C(N=CN1)N(C=C2)S(=O)(=O)C2=CC=C(C)C=C2 (2-(3,5-dichlorophenylamino)-1-(4-(7-tosyl-7H-pyrrolo[2,3-d]pyrimidin-4-ylamino)-3,4-dihydroisoquinolin-2(1H)-yl)ethanone), C(=O)([O-])[O-].[K+].[K+] (K2CO3). Solvent: CO (MeOH), O (water). Conditions: temperature 60 celsius. The product is ClC=1C=C(C=C(C1)Cl)NCC(=O)N1CC2=CC=CC=C2C(C1)NC=1C2=C(N=CN1)NC=C2 (2-(3,5-dichlorophenylamino)-1-(4-(7H-pyrrolo[2,3-d]pyrimidin-4-ylamino)-3,4-dihydroisoquinolin-2(1H)-yl)ethanone). Yield: 22.3%. RXN SMILES: [Cl:1][C:2]1[CH:3]=[C:4]([NH:9][CH2:10][C:11]([N:13]2[CH2:22][CH:21]([NH:23][C:24]3[C:25]4[CH:32]=[CH:31][N:30](S(C5C=CC(C)=CC=5)(=O)=O)[C:26]=4[N:27]=[CH:28][N:29]=3)[C:20]3[C:15](=[CH:16][CH:17]=[CH:18][CH:19]=3)[CH2:14]2)=[O:12])[CH:5]=[C:6]([Cl:8])[CH:7]=1.C([O-])([O-])=O.[K+].[K+]>CO.O>[Cl:8][C:6]1[CH:5]=[C:4]([NH:9][CH2:10][C:11]([N:13]2[CH2:22][CH:21]([NH:23][C:24]3[C:25]4[CH:32]=[CH:31][NH:30][C:26]=4[N:27]=[CH:28][N:29]=3)[C:20]3[C:15](=[CH:16][CH:17]=[CH:18][CH:19]=3)[CH2:14]2)=[O:12])[CH:3]=[C:2]([Cl:1])[CH:7]=1 |f:1.2.3|. Reported procedure: To a solution of 2-(3,5-dichlorophenylamino)-1-(4-(7-tosyl-7H-pyrrolo[2,3-d]pyrimidin-4-ylamino)-3,4-dihydroisoquinolin-2(1H)-yl)ethanone (0.15 g, 0.24 mmol) in MeOH (4 mL) and water (1 mL) was added K2CO3 (0.133 g, 0.96 mmol) and heated to 60° C. for 2 h. The reaction mixture was concentrated in vacuo to give a residue that was purified by column chromatography (silica gel, gradient MeOH in DCM) to give (25 mg, 23%) of the titled compound. 1H NMR (DMSO-d6, 400 MHz): δ 11.75 (s, 1H), 8.52 (s, 1H...